describe an organic reaction: reactants, conditions, products, and yield From a dataset of the Open Reaction Database (ORD), a public repository of structured organic reaction records. Reactants: C, C=CCNCC=C, Cc1ccccc1, O=C1C=CC(=O)O1. The product is C=CCN(CC=C)C(=O)C=CC(=O)O. Reaction SMILES: [C:15].[CH2:8]([CH:9]=[CH2:10])[NH:11][CH2:12][CH:13]=[CH2:14].[CH3:16][c:17]1[cH:18][cH:19][cH:20][cH:21][cH:22]1.[O:1]=[C:2]1[O:3][C:4](=[O:5])[CH:6]=[CH:7]1>>[O:1]=[C:2]([OH:3])[CH:7]=[CH:6][C:4](=[O:5])[N:11]([CH2:8][CH:9]=[CH2:10])[CH2:12][CH:13]=[CH2:14]. The reactants are BrC=1C=CC(=C(C1)N(S(=O)(=O)C)C)C(=O)N1CCN(CC1)C1=NC=C(C=C1C)C (N-{5-bromo-2-[4-(3,5-dimethylpyridin-2-yl)piperazine-1-carbonyl]phenyl}-N-methylmethanesulfonamide), CN1C(NCC1)=O (1-methylimidazolidin-2-one). Yields the product CC=1C(=NC=C(C1)C)N1CCN(CC1)C(=O)C1=C(C=C(C=C1)N1C(N(CC1)C)=O)N(S(=O)(=O)C)C (N-{2-[4-(3,5-dimethylpyridin-2-yl)piperazine-1-carbonyl]-5-(3-methyl-2-oxoimidazolidin-1-yl)phenyl}-N-methylmethanesulfonamide). Yield: 70.4%. RXN SMILES: Br[C:2]1[CH:3]=[CH:4][C:5]([C:14]([N:16]2[CH2:21][CH2:20][N:19]([C:22]3[C:27]([CH3:28])=[CH:26][C:25]([CH3:29])=[CH:24][N:23]=3)[CH2:18][CH2:17]2)=[O:15])=[C:6]([N:8]([CH3:13])[S:9]([CH3:12])(=[O:11])=[O:10])[CH:7]=1.[CH3:30][N:31]1[CH2:35][CH2:34][NH:33][C:32]1=[O:36]>>[CH3:28][C:27]1[C:22]([N:19]2[CH2:20][CH2:21][N:16]([C:14]([C:5]3[CH:4]=[CH:3][C:2]([N:33]4[CH2:34][CH2:35][N:31]([CH3:30])[C:32]4=[O:36])=[CH:7][C:6]=3[N:8]([CH3:13])[S:9]([CH3:12])(=[O:11])=[O:10])=[O:15])[CH2:17][CH2:18]2)=[N:23][CH:24]=[C:25]([CH3:29])[CH:26]=1. Reported procedure: Using N-{5-bromo-2-[4-(3,5-dimethylpyridin-2-yl)piperazine-1-carbonyl]phenyl}-N-methylmethanesulfonamide (130 mg) described in Preparation Example 227 and 1-methylimidazolidin-2-one (27 mg) and by the reaction and treatment in the same manner as in Example 536, the title compound (95 mg) was obtained.